From a dataset of the Open Reaction Database (ORD), a public repository of structured organic reaction records. describe an organic reaction: reactants, conditions, products, and yield Starting materials: IC=1C=C2CCC(N(C2=CC1)C)=O (6-iodo-1-methyl-1,2,3,4-tetrahydroquinolin-2-one), OC1(C(OCC1)C)C=1C=C(SC1)S ((2RS,3SR)-3-hydroxy-3-(2-mercaptothien-4-yl)-2-methyltetrahydrofuran). The product is OC1(C(OCC1)C)C=1C=C(SC1)SC=1C=C2CCC(N(C2=CC1)C)=O ((2RS,3SR)-3-hydroxy-2-methyl-3-[2-(1-methyl-2-oxo-1,2,3,4-tetrahydroquinolin-6-ylthio)thien-4-yl]tetrahydrofuran). Yield: 42.0%. As a reaction SMILES: I[C:2]1[CH:3]=[C:4]2[C:9](=[CH:10][CH:11]=1)[N:8]([CH3:12])[C:7](=[O:13])[CH2:6][CH2:5]2.[OH:14][C:15]1([C:21]2[CH:22]=[C:23]([SH:26])[S:24][CH:25]=2)[CH2:19][CH2:18][O:17][CH:16]1[CH3:20]>>[OH:14][C:15]1([C:21]2[CH:22]=[C:23]([S:26][C:2]3[CH:3]=[C:4]4[C:9](=[CH:10][CH:11]=3)[N:8]([CH3:12])[C:7](=[O:13])[CH2:6][CH2:5]4)[S:24][CH:25]=2)[CH2:19][CH2:18][O:17][CH:16]1[CH3:20]. Procedure details: Using an analogous procedure to that described in Example 5, 6-iodo-1-methyl-1,2,3,4-tetrahydroquinolin-2-one was reacted with (2RS,3SR)-3-hydroxy-3-(2-mercaptothien-4-yl)-2-methyltetrahydrofuran to give (2RS,3SR)-3-hydroxy-2-methyl-3-[2-(1-methyl-2-oxo-1,2,3,4-tetrahydroquinolin-6-ylthio)thien-4-yl]tetrahydrofuran in 42% yield as a foam;